This data is from the Open Reaction Database (ORD), a public repository of structured organic reaction records. The task is: describe an organic reaction: reactants, conditions, products, and yield Starting materials: O=C(c1ccc(Cl)cc1)c1ccc(CBr)s1, O=C([O-])[O-], CN(C)C=O, CCn1ncc(O)c(Cl)c1=O, [K+], [K+], O. Reaction SMILES: [Br:17][CH2:18][c:19]1[s:20][c:21]([C:24]([c:25]2[cH:26][cH:27][c:28]([Cl:31])[cH:29][cH:30]2)=[O:32])[cH:22][cH:23]1.[C:33](=[O:34])([O-:35])[O-:36].[CH3:1][N:2]([CH3:3])[CH:4]=[O:5].[Cl:6][c:7]1[c:8](=[O:16])[n:9]([CH2:14][CH3:15])[n:10][cH:11][c:12]1[OH:13].[K+:37].[K+:38].[OH2:39]>>[Cl:6][c:7]1[c:8](=[O:16])[n:9]([CH2:14][CH3:15])[n:10][cH:11][c:12]1[O:13][CH2:18][c:19]1[s:20][c:21]([C:24]([c:25]2[cH:26][cH:27][c:28]([Cl:31])[cH:29][cH:30]2)=[O:32])[cH:22][cH:23]1. Yields the product CCn1ncc(OCc2ccc(C(=O)c3ccc(Cl)cc3)s2)c(Cl)c1=O. The reactants are C(C1=CC=CC=C1)=O (benzaldehyde), C(CC#N)#N (malononitrile), CC1=NN(C(C1)=O)C1=CC=CC=C1 (3-methyl-1-phenyl-1H-pyrazol-5(4H)-one), [O-]S(=O)(=O)[O-].[Na+].[Na+] (Na2SO4), CC[C@H]1CN2CC[C@H]1C[C@H]2[C@@H](C3=CC=NC4=C3C=C(C=C4)OCC)O.Cl (ethylhydrocupreine hydrochloride). The solvent is C(Cl)Cl (DCM). Conditions: time 25 hour. Product: NC1=C(C(C2=C(N(N=C2C)C2=CC=CC=C2)O1)C1=CC=CC=C1)C#N (6-amino-3-methyl-1,4-diphenyl-1,4-dihydropyrano[2,3-c]pyrazole-5-carbonitrile). The yield is 28.6%. RXN SMILES: [CH:1](=O)[C:2]1[CH:7]=[CH:6][CH:5]=[CH:4][CH:3]=1.[C:9](#[N:13])[CH2:10][C:11]#[N:12].[CH3:14][C:15]1[CH2:19][C:18](=[O:20])[N:17]([C:21]2[CH:26]=[CH:25][CH:24]=[CH:23][CH:22]=2)[N:16]=1.[O-]S([O-])(=O)=O.[Na+].[Na+].CC[C@@H]1[C@@H]2C[C@@H]([C@H](O)C3C4C=C(OCC)C=CC=4N=CC=3)N(CC2)C1.Cl>C(Cl)Cl>[NH2:12][C:11]1[O:20][C:18]2[N:17]([C:21]3[CH:26]=[CH:25][CH:24]=[CH:23][CH:22]=3)[N:16]=[C:15]([CH3:14])[C:19]=2[CH:1]([C:2]2[CH:7]=[CH:6][CH:5]=[CH:4][CH:3]=2)[C:10]=1[C:9]#[N:13] |f:3.4.5,6.7|. Procedure details: To a stirred solution of benzaldehyde (290 μL, 2.87 mmol), malononitrile (190 mg, 2.87 mmol) and 3-methyl-1-phenyl-1H-pyrazol-5(4H)-one (500 mg, 2.87 mmol) in anhydrous DCM (60 mL) was added anhydrous Na2SO4 (407 mg, 2.87 mmol) and ethylhydrocupreine hydrochloride (46 mg, 0.122 mmol). The reaction mixture was stirred at room temperature (25 h). After filtration and washing with DCM, the solvent was removed under reduced pressure. The crude mixture was subjected to flash column chromatography ove... Starting materials: P(O)(O)=O.C(C)C(C)(C(C1=NN(C=N1)C(C1=CC=CC=C1)(C1=CC=CC=C1)C1=CC=CC=C1)OC)CC (diethyl 3-methoxy-3(1-trityl-1,2,4-triazol-3-yl)propane phosphonate), C1=CC=C(C=C1)S(=O)(=O)N(F)S(=O)(=O)C2=CC=CC=C2 (N-fluorobenzenesulphonimide), C(C)(C)[N-]C(C)C.[Li+] (lithium diisopropylamide), [Cl-].[NH4+] (ammonium chloride). The solvent is O1CCCC1 (tetrahydrofuran), O1CCCC1 (tetrahydrofuran). Reaction conditions: temperature -78 celsius, time 2 hour. Yields the product diethyl, P(O)(O)=O.FCCC(C1=NN(C=N1)C(C1=CC=CC=C1)(C1=CC=CC=C1)C1=CC=CC=C1)OC (1-fluoro-3-methoxy-3(1-trityl-1,2,4--triazol-3-yl)propane phosphonate). Isolated yield 34.9%. Reaction SMILES: C([N-]C(C)C)(C)C.[Li+].[PH:9](=[O:12])([OH:11])[OH:10].[CH2:13]([C:15](CC)([CH:17]([O:42][CH3:43])[C:18]1[N:22]=[CH:21][N:20]([C:23]([C:36]2[CH:41]=[CH:40][CH:39]=[CH:38][CH:37]=2)([C:30]2[CH:35]=[CH:34][CH:33]=[CH:32][CH:31]=2)[C:24]2[CH:29]=[CH:28][CH:27]=[CH:26][CH:25]=2)[N:19]=1)C)C.C1C=CC(S(N(S(C2C=CC=CC=2)(=O)=O)[F:56])(=O)=O)=CC=1.[Cl-].[NH4+]>O1CCCC1>[PH:9](=[O:10])([OH:12])[OH:11].[F:56][CH2:13][CH2:15][CH:17]([O:42][CH3:43])[C:18]1[N:22]=[CH:21][N:20]([C:23]([C:36]2[CH:41]=[CH:40][CH:39]=[CH:38][CH:37]=2)([C:30]2[CH:35]=[CH:34][CH:33]=[CH:32][CH:31]=2)[C:24]2[CH:29]=[CH:28][CH:27]=[CH:26][CH:25]=2)[N:19]=1 |f:0.1,2.3,5.6,8.9|. Procedure: A solution of lithium diisopropylamide (1.75 ml, 1.5M in cyclohexane) was added dropwise, with stirring, to a solution of diethyl 3-methoxy-3(1-trityl-1,2,4-triazol-3-yl)propane phosphonate (0.65 g, prepared as described in Example 25) in dry tetrahydrofuran (15 ml), under nitrogen and with temperature maintained below -60° C. After a further twenty minutes, a solution of N-fluorobenzenesulphonimide (0.51 g) in tetrahydrofuran (15 ml) was added dropwise to the stirred reaction mixture at below -... The reactants are CC1(OCCO1)C1=CC=C(O1)CN1N=C(C=C1)N (1-[5-(2-methyl-[1,3]dioxolan-2-yl)-furan-2-ylmethyl]-1H-pyrazol-3-ylamine), COC1=CC=C(C=C1)C1=C(N=CO1)C(=O)O (5-(4-methoxy-phenyl)-oxazole-4-carboxylic acid). The product is C(C)(=O)C1=CC=C(O1)CN1N=C(C=C1)NC(=O)C=1N=COC1C1=CC=C(C=C1)OC (5-(4-Methoxy-phenyl)-oxazole-4-carboxylic acid [1-(5-acetyl-furan-2-ylmethyl)-1H-pyrazol-3-yl]-amide). Reaction SMILES: [CH3:1][C:2]1([C:7]2[O:11][C:10]([CH2:12][N:13]3[CH:17]=[CH:16][C:15]([NH2:18])=[N:14]3)=[CH:9][CH:8]=2)[O:6]CCO1.[CH3:19][O:20][C:21]1[CH:26]=[CH:25][C:24]([C:27]2[O:31][CH:30]=[N:29][C:28]=2[C:32](O)=[O:33])=[CH:23][CH:22]=1>>[C:2]([C:7]1[O:11][C:10]([CH2:12][N:13]2[CH:17]=[CH:16][C:15]([NH:18][C:32]([C:28]3[N:29]=[CH:30][O:31][C:27]=3[C:24]3[CH:25]=[CH:26][C:21]([O:20][CH3:19])=[CH:22][CH:23]=3)=[O:33])=[N:14]2)=[CH:9][CH:8]=1)(=[O:6])[CH3:1]. Procedure: Following general procedure B followed by either C or D, starting from 1-[5-(2-methyl-[1,3]dioxolan-2-yl)-furan-2-ylmethyl]-1H-pyrazol-3-ylamine and 5-(4-methoxy-phenyl)-oxazole-4-carboxylic acid.